This data is from the Open Reaction Database (ORD), a public repository of structured organic reaction records. The task is: describe an organic reaction: reactants, conditions, products, and yield Reactants: COC1=CC=C(C=C1)CN1N(CC(C1)[N+](=O)[O-])CC1=CC=C(C=C1)OC (1,2-bis(4-methoxyphenylmethyl)-4-nitropyrazolidine), [H-].[Al+3].[Li+].[H-].[H-].[H-] (lithium aluminum hydride), C(=O)([O-])C(O)C(O)C(=O)[O-].[K+].[Na+] (sodium potassium tartrate). The solvent is diethylether anhydride. The product is NC1CN(N(C1)CC1=CC=C(C=C1)OC)CC1=CC=C(C=C1)OC (4- amino-1,2-bis(4- methoxyphenylmethyl) pyrazolidine). The yield is 99.2%. As a reaction SMILES: [CH3:1][O:2][C:3]1[CH:8]=[CH:7][C:6]([CH2:9][N:10]2[CH2:14][CH:13]([N+:15]([O-])=O)[CH2:12][N:11]2[CH2:18][C:19]2[CH:24]=[CH:23][C:22]([O:25][CH3:26])=[CH:21][CH:20]=2)=[CH:5][CH:4]=1.[H-].[Al+3].[Li+].[H-].[H-].[H-].C(C(C(C([O-])=O)O)O)([O-])=O.[K+].[Na+]>>[NH2:15][CH:13]1[CH2:12][N:11]([CH2:18][C:19]2[CH:20]=[CH:21][C:22]([O:25][CH3:26])=[CH:23][CH:24]=2)[N:10]([CH2:9][C:6]2[CH:5]=[CH:4][C:3]([O:2][CH3:1])=[CH:8][CH:7]=2)[CH2:14]1 |f:1.2.3.4.5.6,7.8.9|. Procedure details: To a solution of 1,2-bis(4-methoxyphenylmethyl)-4-nitropyrazolidine (0.88 g) in diethylether anhydride (20 ml) was gradually added lithium aluminum hydride (0.38 g) while being cooled with ice. After being refluxed with heating for two hours, the reaction liquid, with an aqueous sodium potassium tartrate solution added thereto, was extracted with ether. The extract was concentrated under a vacuum, thereby yielding 0.80 g of a raw product of the aimed compound. Reactants: ClC1=NC=CC(=C1)NC(=O)C1=NC(=CC(=C1)B1OC(C(O1)(C)C)(C)C)C (6-Methyl-4-(4,4,5,5-tetramethyl-[1,3,2]dioxaborolan-2-yl)-pyridine-2-carboxylic acid (2-chloro-pyridin-4-yl)-amide), BrC1=CC(=NC=C1)Cl (4-Bromo-2-chloropyridine). The product is ClC1=NC=CC(=C1)NC(=O)C1=NC(=CC(=C1)C1=CC(=NC=C1)Cl)C (2′-Chloro-6-methyl-[4,4′]bipyridinyl-2-carboxylic acid (2-chloro-pyridin-4-yl)-amide). As a reaction SMILES: [Cl:1][C:2]1[CH:7]=[C:6]([NH:8][C:9]([C:11]2[CH:16]=[C:15](B3OC(C)(C)C(C)(C)O3)[CH:14]=[C:13]([CH3:26])[N:12]=2)=[O:10])[CH:5]=[CH:4][N:3]=1.Br[C:28]1[CH:33]=[CH:32][N:31]=[C:30]([Cl:34])[CH:29]=1>>[Cl:1][C:2]1[CH:7]=[C:6]([NH:8][C:9]([C:11]2[CH:16]=[C:15]([C:28]3[CH:33]=[CH:32][N:31]=[C:30]([Cl:34])[CH:29]=3)[CH:14]=[C:13]([CH3:26])[N:12]=2)=[O:10])[CH:5]=[CH:4][N:3]=1. Procedure: The title compound, was prepared from 6-Methyl-4-(4,4,5,5-tetramethyl-[1,3,2]dioxaborolan-2-yl)-pyridine-2-carboxylic acid (2-chloro-pyridin-4-yl)-amide in accordance with the general method of example 131, step 2 using 4-Bromo-2-chloropyridine instead of 3-Trifluoromethyl-5-bromopyridine to yield the final compound as a white solid, MS (ISP): m/e=359.1, 361.1 (M+H)+. Reactants: Cl (hydrogen chloride), C(C)OCC (diethyl ether), C(C)(C)(C)OC(=O)N1C[C@@H](OC[C@@H]1[C@H]([C@H](CC1=CC(=CC(=C1)F)F)NC(\C(=C\C(N(CCC)CCC)=O)\C)=O)O)OCC1CCCCC1 ((2R,5R)-2-cyclohexylmethoxy-5-[(1S,2S)-3-(3,5-difluorophenyl)-2-((E)-3-dipropylcarbamoyl-2-methylacryloylamino)-1-hydroxypropyl]-morpholine-4-carboxylic acid tert-butyl ester). Run in ClCCl (dichloromethane), FC(C(=O)O)(F)F (trifluoroacetic acid). Reaction conditions: time 15 minute. Product: Cl.C1(CCCCC1)CO[C@H]1CN([C@H](CO1)[C@H]([C@H](CC1=CC(=CC(=C1)F)F)NC(\C(=C\C(N(CCC)CCC)=O)\C)=O)O)C(=O)O ((2R,5R)-2-Cyclohexylmethoxy-5-[(1S,2S)-3-(3,5-difluorophenyl)-2-((E)-3-dipropylcarbamoyl-2-methylacryloylamino)-1-hydroxypropyl]-morpholine-4-carboxylic acid hydrochloride). Yield: 97.3%. As a reaction SMILES: C([O:5][C:6]([N:8]1[C@@H:13]([C@@H:14]([OH:40])[C@@H:15]([NH:25][C:26](=[O:39])/[C:27](/[CH3:38])=[CH:28]/[C:29](=[O:37])[N:30]([CH2:34][CH2:35][CH3:36])[CH2:31][CH2:32][CH3:33])[CH2:16][C:17]2[CH:22]=[C:21]([F:23])[CH:20]=[C:19]([F:24])[CH:18]=2)[CH2:12][O:11][C@@H:10]([O:41][CH2:42][CH:43]2[CH2:48][CH2:47][CH2:46][CH2:45][CH2:44]2)[CH2:9]1)=[O:7])(C)(C)C.[ClH:49].C(OCC)C>FC(F)(F)C(O)=O.ClCCl>[ClH:49].[CH:43]1([CH2:42][O:41][C@@H:10]2[O:11][CH2:12][C@H:13]([C@@H:14]([OH:40])[C@@H:15]([NH:25][C:26](=[O:39])/[C:27](/[CH3:38])=[CH:28]/[C:29](=[O:37])[N:30]([CH2:31][CH2:32][CH3:33])[CH2:34][CH2:35][CH3:36])[CH2:16][C:17]3[CH:22]=[C:21]([F:23])[CH:20]=[C:19]([F:24])[CH:18]=3)[N:8]([C:6]([OH:7])=[O:5])[CH2:9]2)[CH2:44][CH2:45][CH2:46][CH2:47][CH2:48]1 |f:5.6|. Procedure details: Dissolve (2R,5R)-2-cyclohexylmethoxy-5-[(1S,2S)-3-(3,5-difluorophenyl)-2-((E)-3-dipropylcarbamoyl-2-methylacryloylamino)-1-hydroxypropyl]-morpholine-4-carboxylic acid tert-butyl ester (0.051 g, 0.075 mmol) in trifluoroacetic acid (1.5 mL) and stir at room temperature for 15 minutes. Dilute with dichloromethane (15 mL), concentrate, dissolve in ethyl acetate (30 mL), wash with 1:1 saturated aqueous sodium chloride:saturated aqueous sodium bicarbonate (30 mL), dry (sodium sulfate) and concentrate.... Starting materials: CCOC(=O)CCc1ccc(OCc2cccc(OCc3nc(-c4ccccc4)oc3C)c2)cc1OCC, CCO, Cl, [Na+], C1CCOC1, [OH-], O. Product: CCOc1cc(OCc2cccc(OCc3nc(-c4ccccc4)oc3C)c2)ccc1CCC(=O)O. As a reaction SMILES: [CH2:1]([CH3:2])[O:3][c:4]1[c:5]([CH2:32][CH2:33][C:34](=[O:35])[O:36][CH2:37][CH3:38])[cH:6][cH:7][c:8]([O:10][CH2:11][c:12]2[cH:13][c:14]([O:18][CH2:19][c:20]3[n:21][c:22](-[c:26]4[cH:27][cH:28][cH:29][cH:30][cH:31]4)[o:23][c:24]3[CH3:25])[cH:15][cH:16][cH:17]2)[cH:9]1.[CH3:48][CH2:49][OH:50].[ClH:46].[Na+:45].[O:39]1[CH2:40][CH2:41][CH2:42][CH2:43]1.[OH-:44].[OH2:47]>>[CH2:1]([CH3:2])[O:3][c:4]1[c:5]([CH2:32][CH2:33][C:34](=[O:35])[OH:36])[cH:6][cH:7][c:8]([O:10][CH2:11][c:12]2[cH:13][c:14]([O:18][CH2:19][c:20]3[n:21][c:22](-[c:26]4[cH:27][cH:28][cH:29][cH:30][cH:31]4)[o:23][c:24]3[CH3:25])[cH:15][cH:16][cH:17]2)[cH:9]1.